describe an organic reaction: reactants, conditions, products, and yield From a dataset of the Open Reaction Database (ORD), a public repository of structured organic reaction records. Starting materials: Cc1cc(Cl)c(C(=O)O)cc1Cl, O=[N+]([O-])O, O=S(=O)(O)O. Product: Cc1c(Cl)cc(C(=O)O)c(Cl)c1[N+](=O)[O-]. Reaction SMILES: [Cl:1][c:2]1[c:3]([C:4](=[O:5])[OH:6])[cH:7][c:8]([Cl:12])[c:9]([CH3:11])[cH:10]1.[OH:13][N+:14]([O-:15])=[O:16].[S:17](=[O:18])(=[O:19])([OH:20])[OH:21]>>[Cl:1][c:2]1[c:3]([C:4](=[O:5])[OH:6])[cH:7][c:8]([Cl:12])[c:9]([CH3:11])[c:10]1[N+:14](=[O:13])[O-:15].